Dataset: the Open Reaction Database (ORD), a public repository of structured organic reaction records. Task: describe an organic reaction: reactants, conditions, products, and yield Starting materials: CC(C)S (2-propanethiol), ClC1=C(OC=2C=C(C=CC2)CC(=O)O)C=CC(=C1)C(F)(F)F (3-(2'-chloro-4'-trifluoromethylphenoxy)phenylacetic acid), C1(CCCCC1)N=C=NC1CCCCC1 (N,N'-dicyclohexylcarbodiimide), O (water). Run in ClCCl (dichloromethane). Run at time 6 hour. Yields the product ClC1=C(OC=2C=C(C=CC2)CC(=O)SC(C)C)C=CC(=C1)C(F)(F)F (S-1-methylethyl 3-(2'-chloro-4'-trifluoromethylphenoxy)-phenylthioacetate). Isolated yield 41.2%. RXN SMILES: [Cl:1][C:2]1[CH:18]=[C:17]([C:19]([F:22])([F:21])[F:20])[CH:16]=[CH:15][C:3]=1[O:4][C:5]1[CH:6]=[C:7]([CH2:11][C:12]([OH:14])=O)[CH:8]=[CH:9][CH:10]=1.O.C1(N=C=NC2CCCCC2)CCCCC1.[CH3:39][CH:40]([SH:42])[CH3:41]>ClCCl>[Cl:1][C:2]1[CH:18]=[C:17]([C:19]([F:20])([F:22])[F:21])[CH:16]=[CH:15][C:3]=1[O:4][C:5]1[CH:6]=[C:7]([CH2:11][C:12]([S:42][CH:40]([CH3:41])[CH3:39])=[O:14])[CH:8]=[CH:9][CH:10]=1. Reported procedure: 3.3 g of 3-(2'-chloro-4'-trifluoromethylphenoxy)phenylacetic acid was dissolved in 30 ml of dichloromethane, and the resulting solution was cooled to below 10° C. on the water bath. Then, 2.1 g of N,N'-dicyclohexylcarbodiimide (DCC) was added, followed by addition of 0.8 g of 2-propanethiol. The reaction was allowed to proceed at room temperature for about 6 hours. After completion of the reaction, the formed solid substance was filtered off, and the filtrate was subjected to evaporation-removal...